From a dataset of the Open Reaction Database (ORD), a public repository of structured organic reaction records. describe an organic reaction: reactants, conditions, products, and yield Reactants: N1=C(NC2=C1C=CC=C2)NC(=S)N2C=NC=C2 (1-[(2-benzimidazolyl)thiocarbamoyl]imidazole), C1(=CCCCC1)CCN (2-(1-cyclohexenyl)ethylamine), C(C)(=O)OCC (ethyl acetate). Solvent: CN(C=O)C (N,N-dimethylformamide). The product is C1(=CCCCC1)CCNC(=S)NC=1NC2=C(N1)C=CC=C2 (N-[2-(1-cyclohexenyl)ethyl]-N'-(2-benzimidazolyl)thiourea). The yield is 54.6%. RXN SMILES: [N:1]1[C:5]2[CH:6]=[CH:7][CH:8]=[CH:9][C:4]=2[NH:3][C:2]=1[NH:10][C:11]([N:13]1[CH:17]=[CH:16]N=C1)=[S:12].[C:18]1(CCN)[CH2:23][CH2:22][CH2:21][CH2:20][CH:19]=1.C(OCC)(=O)C>CN(C)C=O>[C:18]1([CH2:16][CH2:17][NH:13][C:11]([NH:10][C:2]2[NH:1][C:5]3[CH:6]=[CH:7][CH:8]=[CH:9][C:4]=3[N:3]=2)=[S:12])[CH2:23][CH2:22][CH2:21][CH2:20][CH:19]=1. Reported procedure: A solution of 1-[(2-benzimidazolyl)thiocarbamoyl]imidazole (1.22 g, 5.0 mmol) and 2-(1-cyclohexenyl)ethylamine (0.64 g, 5.0 mmol) in N,N-dimethylformamide (20 mL) was stirred at 90° C. for 2 h. The reaction was cooled to room temperature, poured into ethyl acetate, washed with water, 1N aqueous HCl, water, saturated sodium bicarbonate, and brine. The organic layer was concentrated and the resultant solid was crystallized from EtOAc to provide 0.82 g (55%) of the titled product as yellow needles: Procedure details: The title compound was prepared from 6-(4-chloro-phenyl)-4-methyl-1H-pyridin-2-one (1.1 g, 5 mmol) and phosphoryl bromide (4.63 g, 16 mmol) in toluene (9.5 mL) according to the general procedure Ia to d preparation of bromides. Obtained as a light brown solid (1.0 g, quant., 74% purity). MS (ISP) 282.0 [(M+H)+], 284.0 [(M+2+H)+] and 286.0 [(M+4+H)+]. Product: BrC1=NC(=CC(=C1)C)C1=CC=C(C=C1)Cl (2-Bromo-6-(4-chloro-phenyl)-4-methyl-pyridine). Reactants: ClC1=CC=C(C=C1)C1=CC(=CC(N1)=O)C (6-(4-chloro-phenyl)-4-methyl-1H-pyridin-2-one), P(=O)(Br)(Br)Br (phosphoryl bromide), bromides. Solvent: C1(=CC=CC=C1)C (toluene). RXN SMILES: [Cl:1][C:2]1[CH:7]=[CH:6][C:5]([C:8]2[NH:13][C:12](=O)[CH:11]=[C:10]([CH3:15])[CH:9]=2)=[CH:4][CH:3]=1.P(Br)(Br)([Br:18])=O>C1(C)C=CC=CC=1>[Br:18][C:12]1[CH:11]=[C:10]([CH3:15])[CH:9]=[C:8]([C:5]2[CH:6]=[CH:7][C:2]([Cl:1])=[CH:3][CH:4]=2)[N:13]=1. Procedure details: n-Butyllithium (2.5 m in hexane, 35 ml) was added with cooling to a solution of 3,4-difluorobenzoic acid (5.5 g) in dry tetrahydrofuran while maintaining the temperature below -70° C. The mixture was stirred for 2 hours at -70° C. A solution of dimethyl disulphide (19.8 g) in tetrahydrofuran was added and the mixture was stirred at -70° C. for 1.5 hours. It was allowed to warm to room temperature, diluted with ether and washed with water. The aqueous layer was acidified to pH 1 and extracted wit... Starting materials: C(CCC)[Li] (n-Butyllithium), CSSC (dimethyl disulphide), FC=1C=C(C(=O)O)C=CC1F (3,4-difluorobenzoic acid). Yield: 83.1%. As a reaction SMILES: C([Li])CCC.[F:6][C:7]1[CH:8]=[C:9]([CH:13]=[CH:14][C:15]=1[F:16])[C:10]([OH:12])=[O:11].[CH3:17][S:18]SC>O1CCCC1.CCOCC>[F:6][C:7]1[C:8]([S:18][CH3:17])=[C:9]([CH:13]=[CH:14][C:15]=1[F:16])[C:10]([OH:12])=[O:11]. The product is FC=1C(=C(C(=O)O)C=CC1F)SC (3,4-difluoro-2-(methylsulphenyl)benzoic acid). Reaction conditions: temperature -70 celsius, time 2 hour. Run in O1CCCC1 (tetrahydrofuran), O1CCCC1 (tetrahydrofuran), CCOCC (ether). As a reaction SMILES: [NH2:1][C:2]1[CH:3]=[C:4]([CH:16]=[CH:17][CH:18]=1)[O:5][C:6]1[CH:11]=[CH:10][N:9]=[C:8]2[NH:12][C:13](=[O:15])[NH:14][C:7]=12.[S:19]1[CH:23]=[CH:22][C:21]2[CH:24]=[C:25]([C:28](Cl)=[O:29])[CH:26]=[CH:27][C:20]1=2>>[O:15]=[C:13]1[NH:12][C:8]2=[N:9][CH:10]=[CH:11][C:6]([O:5][C:4]3[CH:3]=[C:2]([NH:1][C:28]([C:25]4[CH:26]=[CH:27][C:20]5[S:19][CH:23]=[CH:22][C:21]=5[CH:24]=4)=[O:29])[CH:18]=[CH:17][CH:16]=3)=[C:7]2[NH:14]1. Procedure: Method H was used with 7-(3-aminophenoxy)-1H-imidazo[4,5-b]pyridin-2(3H)-one and benzo[b]thiophene-5-carbonyl chloride to afford the title compound (25 mg, 30%). 1H-NMR (δ, ppm, DMSO-d6): 6.50 (d, 1H, HPy,5, J=6.0 Hz), 6.91 (d, 1H, Harom, J=7.0 Hz), 7.43 (t, 1H, Harom, J=8.0 Hz), 7.60 (d, 1H, Harom, J=5.0 Hz), 7.67 (t, 1H, Harom, J=2.5 Hz), 7.81 (d, 1H, HPy,6, J=6.0 Hz), 7.89 (d, 1H, Harom, J=6.0 Hz), 7.91 (d, 1H, Harom, J=8.0 Hz), 8.15 (d, 1H, Harom, J=8.5 Hz), 8.49 (d, 1H, Harom, J=1.5 Hz), 10... Product: O=C1NC=2C(=NC=CC2OC=2C=C(C=CC2)NC(=O)C2=CC3=C(SC=C3)C=C2)N1 (N-(3-(2-oxo-2,3-dihydro-1H-imidazo[4,5-b]pyridin-7-yloxy)phenyl)benzo[b]thiophene-5-carboxamide). Starting materials: NC=1C=C(OC2=C3C(=NC=C2)NC(N3)=O)C=CC1 (7-(3-aminophenoxy)-1H-imidazo[4,5-b]pyridin-2(3H)-one), S1C2=C(C=C1)C=C(C=C2)C(=O)Cl (benzo[b]thiophene-5-carbonyl chloride). The yield is 30.0%. The reactants are CCOC(=O)CBr, CCCCCCN1C(=O)C(c2cc3c(cc2O)OCO3)c2ccccc21, C1CCOC1, [Li]CCCC, CC(C)NC(C)C. Product: CCCCCCN1C(=O)C(CC(=O)OCC)(c2cc3c(cc2O)OCO3)c2ccccc21. As a reaction SMILES: [Br:39][CH2:40][C:41](=[O:42])[O:43][CH2:44][CH3:45].[CH2:13]([CH2:14][CH2:15][CH2:16][CH2:17][CH3:18])[N:19]1[C:20](=[O:38])[CH:21]([c:28]2[cH:29][c:30]3[c:31]([cH:35][c:36]2[OH:37])[O:32][CH2:33][O:34]3)[c:22]2[cH:23][cH:24][cH:25][cH:26][c:27]21.[CH2:46]1[O:47][CH2:48][CH2:49][CH2:50]1.[CH2:8]([Li:9])[CH2:10][CH2:11][CH3:12].[CH:1]([NH:2][CH:3]([CH3:4])[CH3:5])([CH3:6])[CH3:7]>>[CH2:13]([CH2:14][CH2:15][CH2:16][CH2:17][CH3:18])[N:19]1[C:20](=[O:38])[C:21]([c:28]2[cH:29][c:30]3[c:31]([cH:35][c:36]2[OH:37])[O:32][CH2:33][O:34]3)([CH2:40][C:41](=[O:42])[O:43][CH2:44][CH3:45])[c:22]2[cH:23][cH:24][cH:25][cH:26][c:27]21. Starting materials: ClC1=C(C=NC2=CC=C(C=C12)[N+](=O)[O-])C#N (4-chloro-6-nitro-quinoline-3-carbonitrile), C(#C)C=1C=C(N)C=CC1 (3-ethynylaniline). Solvent: C(C)O (ethanol). Yields the product C(#C)C=1C=C(C=CC1)NC1=C(C=NC2=CC=C(C=C12)[N+](=O)[O-])C#N (4-[(3-Ethynylphenyl)amino]-6-nitro-quinoline-3-carbonitrile). Yield: 67.2%. RXN SMILES: Cl[C:2]1[C:11]2[C:6](=[CH:7][CH:8]=[C:9]([N+:12]([O-:14])=[O:13])[CH:10]=2)[N:5]=[CH:4][C:3]=1[C:15]#[N:16].[C:17]([C:19]1[CH:20]=[C:21]([CH:23]=[CH:24][CH:25]=1)[NH2:22])#[CH:18]>C(O)C>[C:17]([C:19]1[CH:20]=[C:21]([NH:22][C:2]2[C:11]3[C:6](=[CH:7][CH:8]=[C:9]([N+:12]([O-:14])=[O:13])[CH:10]=3)[N:5]=[CH:4][C:3]=2[C:15]#[N:16])[CH:23]=[CH:24][CH:25]=1)#[CH:18]. Procedure details: A mixture of 5.00 g (21.5 mmol) 4-chloro-6-nitro-quinoline-3-carbonitrile, 200 ml ethanol, and 3.82 g (32.6 mmol) 3-ethynylaniline was heated to reflux under N2. Removed heat at 3½ hours and added a solution of saturated sodium bicarbonate until basic. Stripped solvents and azeotroped with ethanol. Slurried residue with hexane and collected solids. Washed with water and dried in vacuo. Dissolved in ethyl acetate, stirred with Darco, filtered, stripped solvent and dried in vacuo, giving 4.544 g o... The product is CCOC(=O)c1cc(Br)nc2c1cnn2C1CCCC1. The reactants are CCOC(=O)c1cc(Br)nc2[nH]ncc12, CC#N, BrC1CCCC1, [K+], [K+], O=C([O-])[O-]. As a reaction SMILES: [Br:1][c:2]1[cH:3][c:4]([C:11](=[O:12])[O:13][CH2:14][CH3:15])[c:5]2[c:6]([n:7]1)[nH:8][n:9][cH:10]2.[CH3:28][C:29]#[N:30].[CH:22]1([Br:27])[CH2:23][CH2:24][CH2:25][CH2:26]1.[K+:16].[K+:17].[O-:18][C:19]([O-:20])=[O:21]>>[Br:1][c:2]1[cH:3][c:4]([C:11](=[O:12])[O:13][CH2:14][CH3:15])[c:5]2[c:6]([n:7]1)[n:8]([CH:22]1[CH2:23][CH2:24][CH2:25][CH2:26]1)[n:9][cH:10]2.